This data is from the Open Reaction Database (ORD), a public repository of structured organic reaction records. The task is: describe an organic reaction: reactants, conditions, products, and yield The reactants are BrC=1SC2=C(N1)C(=CC=C2)OC (2-bromo-4-methoxybenzothiazole), BrNC(CCC(=O)N)=O (N-bromosuccinamide). Solvent: C(C)#N (acetonitrile). Yields the product BrC=1SC2=C(N1)C(=CC=C2Br)OC (2,7-Dibromo-4-methoxybenzothiazole). Yield: 119.4%. RXN SMILES: [Br:1][C:2]1[S:3][C:4]2[CH:10]=[CH:9][CH:8]=[C:7]([O:11][CH3:12])[C:5]=2[N:6]=1.[Br:13]NC(=O)CCC(N)=O>C(#N)C>[Br:1][C:2]1[S:3][C:4]2[C:10]([Br:13])=[CH:9][CH:8]=[C:7]([O:11][CH3:12])[C:5]=2[N:6]=1. Procedure: Starting from 2-bromo-4-methoxybenzothiazole (1.6 g), N-bromosuccinamide (0.91 g) and acetonitrile (100 ml). Purification by flash chromatography (eluent 20% ethylacetate/hexane) yielded the title compound as an off-white solid (1.8 g). TLC Rf 0.31 (20% ethyl acetate in heptane). Starting materials: O=Cc1cccc(-c2c(C(=O)c3ccccc3)cnc3c(C(F)(F)F)cccc23)c1, Nc1ccc(CCCC(=O)O)cc1. The product is O=C(O)CCCc1ccc(NCc2cccc(-c3c(C(=O)c4ccccc4)cnc4c(C(F)(F)F)cccc34)c2)cc1. As a reaction SMILES: [C:1]([c:2]1[cH:3][cH:4][cH:5][cH:6][cH:7]1)(=[O:8])[c:9]1[cH:10][n:11][c:12]2[c:13]([C:27]([F:28])([F:29])[F:30])[cH:14][cH:15][cH:16][c:17]2[c:18]1-[c:19]1[cH:20][c:21]([CH:22]=[O:23])[cH:24][cH:25][cH:26]1.[NH2:31][c:32]1[cH:33][cH:34][c:35]([CH2:38][CH2:39][CH2:40][C:41](=[O:42])[OH:43])[cH:36][cH:37]1>>[C:1]([c:2]1[cH:3][cH:4][cH:5][cH:6][cH:7]1)(=[O:8])[c:9]1[cH:10][n:11][c:12]2[c:13]([C:27]([F:28])([F:29])[F:30])[cH:14][cH:15][cH:16][c:17]2[c:18]1-[c:19]1[cH:20][c:21]([CH2:22][NH:31][c:32]2[cH:33][cH:34][c:35]([CH2:38][CH2:39][CH2:40][C:41](=[O:42])[OH:43])[cH:36][cH:37]2)[cH:24][cH:25][cH:26]1. Reactants: IN1C(CCC1=O)=O (N-iodosuccinimide), C([O-])([O-])=O.[K+].[K+] (potassium carbonate), OC[C@@H]1CN(CCN1CC(=C)C)C(=O)OC(C)(C)C ((S)-tert-butyl 3-(hydroxymethyl)-4-(2-methylallyl)piperazine-1-carboxylate). Solvent: C(C)#N (acetonitrile). Reaction conditions: time 16 hour. Yields the product ICC1(CN2[C@H](CO1)CN(CC2)C(=O)OC(C)(C)C)C ((9aS)-tert-butyl 3-(iodomethyl)-3-methylhexahydropyrazino[2,1-c][1,4]oxazine-8(1H)-carboxylate). Yield: 106.4%. Reaction SMILES: [OH:1][CH2:2][C@H:3]1[N:8]([CH2:9][C:10]([CH3:12])=[CH2:11])[CH2:7][CH2:6][N:5]([C:13]([O:15][C:16]([CH3:19])([CH3:18])[CH3:17])=[O:14])[CH2:4]1.[I:20]N1C(=O)CCC1=O.C(=O)([O-])[O-].[K+].[K+]>C(#N)C>[I:20][CH2:11][C:10]1([CH3:12])[O:1][CH2:2][C@@H:3]2[CH2:4][N:5]([C:13]([O:15][C:16]([CH3:19])([CH3:18])[CH3:17])=[O:14])[CH2:6][CH2:7][N:8]2[CH2:9]1 |f:2.3.4|. Reported procedure: To a round bottom flask charged with (S)-tert-butyl 3-(hydroxymethyl)-4-(2-methylallyl)piperazine-1-carboxylate (0.1 g, 0.370 mmol) in acetonitrile (3.70 ml) was added N-iodosuccinimide (0.125 g, 0.555 mmol) and potassium carbonate (0.077 g, 0.555 mmol). The reaction mixture was stirred at room temperature for 16 h. The reaction mixture was quenched with 20% sodium thiosulfate solution and stirred 30 min. The mixture was transferred to a separatory funnel and extracted with ethyl acetate (3×). T...